Dataset: the Open Reaction Database (ORD), a public repository of structured organic reaction records. Task: describe an organic reaction: reactants, conditions, products, and yield Starting materials: ClC1=CC=C2C(=NNC2=C1)C1CCN(CC1)C (6-chloro-3-(1-methyl-4-piperidinyl)-1H-indazole), C(C1=CC=CC=C1)(=O)Cl (benzoyl chloride). Run in CCOCC (ether). Run at temperature 100 celsius. Yields the product Cl.C(C1=CC=CC=C1)(=O)N1N=C(C2=CC=C(C=C12)Cl)C1CCN(CC1)C (1-Benzoyl-6-chloro-3-(1-methyl-4-piperidinyl)-1H-indazole hydrochloride). Yield: 56.0%. As a reaction SMILES: [Cl:1][C:2]1[CH:10]=[C:9]2[C:5]([C:6]([CH:11]3[CH2:16][CH2:15][N:14]([CH3:17])[CH2:13][CH2:12]3)=[N:7][NH:8]2)=[CH:4][CH:3]=1.[C:18](Cl)(=[O:25])[C:19]1[CH:24]=[CH:23][CH:22]=[CH:21][CH:20]=1>CCOCC>[ClH:1].[C:18]([N:8]1[C:9]2[C:5](=[CH:4][CH:3]=[C:2]([Cl:1])[CH:10]=2)[C:6]([CH:11]2[CH2:16][CH2:15][N:14]([CH3:17])[CH2:13][CH2:12]2)=[N:7]1)(=[O:25])[C:19]1[CH:24]=[CH:23][CH:22]=[CH:21][CH:20]=1 |f:3.4|. Procedure: A mixture of 3.0 g of 6-chloro-3-(1-methyl-4-piperidinyl)-1H-indazole and 8 ml of benzoyl chloride was heated at 100° C. on a steam bath for 4 hrs. The reaction mixture was cooled to ambient temperature and ether was added. The precipitate was filtered, washed with ether and dried. Recrystallization from ethanol (twice) yielded 2.6 g (56%) of product, mp 248°-250° C. The reactants are C([O-])([O-])=O.[Na+].[Na+] (sodium carbonate), 2,6-Dimethyl boronic acid, COC(C1=CC(=CC=C1)C)=O (3-methyl benzoic acid methyl ester), C(C)O (ethanol), O (water). The reagents and catalysts are tetrakis triphenylphospine palladium(0). The solvent is CCCCCC (hexane), C1(=CC=CC=C1)C (toluene), C(C)(=O)OCC (ethyl acetate). Product: COC(=O)C1=CC(=C(C=C1)C1=C(C=CC=C1C)C)C (2,2′,6′-Trimethyl-biphenyl-4-carboxylic acid methyl ester). Isolated yield 83.0%. Reaction SMILES: [CH3:1][O:2][C:3](=[O:11])[C:4]1[CH:9]=[CH:8][CH:7]=[C:6]([CH3:10])[CH:5]=1.[CH2:12](O)[CH3:13].O.C(=O)([O-])[O-].[Na+].[Na+]>C1(C)C=CC=CC=1.CCCCCC.C(OCC)(=O)C>[CH3:1][O:2][C:3]([C:4]1[CH:9]=[CH:8][C:7]([C:3]2[C:4]([CH3:9])=[CH:5][CH:6]=[CH:7][C:12]=2[CH3:13])=[C:6]([CH3:10])[CH:5]=1)=[O:11] |f:3.4.5|. Reported procedure: 2,6-Dimethyl boronic acid (13.7 g, 91 mmol) and 3-methyl benzoic acid methyl ester (20.9 g, 91 mmol) were dissolved in toluene (425 mL). Then ethanol (250 mL) and water (250 mL) were added followed by sodium carbonate (38.7 g, 365 mmol). The system was purged with nitrogen and then tetrakis triphenylphospine palladium(0) catalyst (10.5 g, 9 mmol) was added. The mixture was heated under nitrogen for 21 hours and filtered through celite. The cake was washed with a large amount of ethyl acetate, th... Reactants: O (water), C(C1=CC=CC=C1)OC1=CC=C(C=C1)CC(C)=O (1-(4-benzyloxyphenyl) propan-2-one), C(CO)O (ethylene glycol), C1(=CC=C(C=C1)S(=O)(=O)O)C (4-toluenesulphonic acid). The solvent is C1=CC=CC=C1 (benzene). Product: C1COC(CC2=CC=C(C=C2)OCC2=CC=CC=C2)(C)O1 (1-(4-Benzyloxyphenyl) propan-2-one ethylene ketal). As a reaction SMILES: [CH2:1]([O:8][C:9]1[CH:14]=[CH:13][C:12]([CH2:15][C:16](=[O:18])[CH3:17])=[CH:11][CH:10]=1)[C:2]1[CH:7]=[CH:6][CH:5]=[CH:4][CH:3]=1.[CH2:19](O)[CH2:20][OH:21].C1(C)C=CC(S(O)(=O)=O)=CC=1.O>C1C=CC=CC=1>[CH2:20]1[O:21][C:16]([CH3:17])([CH2:15][C:12]2[CH:11]=[CH:10][C:9]([O:8][CH2:1][C:2]3[CH:3]=[CH:4][CH:5]=[CH:6][CH:7]=3)=[CH:14][CH:13]=2)[O:18][CH2:19]1. Procedure details: A solution of 1-(4-benzyloxyphenyl) propan-2-one (5 g), ethylene glycol (1.4 g) and a trace amount of 4-toluenesulphonic acid, in benzene (100 ml) was heated under reflux with azetropic removal of water for 2 hours. The solvent was evaporated, the residue dissolved in ethyl acetate, washed with 1.2 N sodium bicarbonate solution, dried (MgSO4) and evaporated to give a light brown oil which crystallised on standing (6.1 g) m.p. 58°-62°. The reactants are C(C1=CC=CC=C1)OC[C@H]1C(C[C@@H]1COCC1=CC=CC=C1)=O ((2S-trans) -2,3-bis [(benzyloxy)-methyl]cyclobutanone), P(O)(O)O (phosphorous acid), O (water), C(C)(C)O (isopropanol). The reagents and catalysts are [Ir](Cl)(Cl)(Cl)Cl (iridium tetrachloride). The product is OC1C(C(C1)CO)CO (3-hydroxy-1,2-cyclobutane-dimethanol), C(C1=CC=CC=C1)OCC1=CC=CC=C1 (dibenzyl ether). As a reaction SMILES: C([O:8][CH2:9][C@@H:10]1[C@@H:13]([CH2:14][O:15][CH2:16][C:17]2[CH:22]=[CH:21][CH:20]=[CH:19][CH:18]=2)[CH2:12][C:11]1=[O:23])C1C=CC=CC=1.P(O)(O)O.O.[CH:29](O)(C)C>[Ir](Cl)(Cl)(Cl)Cl>[OH:23][CH:11]1[CH2:12][CH:13]([CH2:14][OH:15])[CH:10]1[CH2:9][OH:8].[CH2:16]([O:15][CH2:14][C:13]1[CH:10]=[CH:9][CH:29]=[CH:11][CH:12]=1)[C:17]1[CH:18]=[CH:19][CH:20]=[CH:21][CH:22]=1. Procedure details: A mixture of (2S-trans) -2,3-bis [(benzyloxy)-methyl]cyclobutanone (0.25 g., 0.806 mmole), iridium tetrachloride (0. 016 g., 0. 0483 mmole), phosphorous acid (0.397 g., 4.84 mmole) and water (0.3 ml.) in isopropanol (3 ml.) was refluxed overnight. The solvent was evaporated on a rotary evaporator. The residue was taken up in ethyl acetate and washed successively with 10% hydrochloric acid, brine, and 5% sodium bicarbonate. The organic layer was dried (magnesium sulfate) and the solvent was evapo... Run in C(C)OCC (diethyl ether), C(C)OCC (diethyl ether). The reactants are CC(=O)C1=CC=C(C=C1)Br (4-bromoacetophenone), C1(=CC=CC=C1)[Li] (phenyllithium). Conditions: temperature 120 celsius. Isolated yield 84.6%. Product: BrC1=CC=C(C=C1)C(=C)C1=CC=CC=C1 (1-Bromo-4-(1-phenyl-vinyl)-benzene). Procedure: A solution of 4-bromoacetophenone (10.0 g, 50.2 mmol) in 130 mL of dry diethyl ether was added over 1.5 hours to a solution of phenyllithium (30.7 mL of 1.8 M a solution in dibutyl ether, 55.2 mmol) in 70 mL of dry diethyl ether at room temperature under an inert atmosphere. The reaction mixture was stirred while heating to reflux for 3 hours and then was examined by [C-MS which showed complete consumption of starting material. The reaction was quenched with water (500 mL), until gas evolution c... As a reaction SMILES: [CH3:1][C:2]([C:4]1[CH:9]=[CH:8][C:7]([Br:10])=[CH:6][CH:5]=1)=O.[C:11]1([Li])[CH:16]=[CH:15][CH:14]=[CH:13][CH:12]=1>C(OCC)C>[Br:10][C:7]1[CH:8]=[CH:9][C:4]([C:2]([C:11]2[CH:16]=[CH:15][CH:14]=[CH:13][CH:12]=2)=[CH2:1])=[CH:5][CH:6]=1. Reactants: [I-].[Na+] (sodium iodide), ClCC=1N=C(OC1C)C1=CC=C(C=C1)OC (4-chloromethyl-2-(4-methoxy-phenyl)-5-methyl-oxazole). Run in CC(=O)C (acetone). Yields the product ICC=1N=C(OC1C)C1=CC=C(C=C1)OC (4-Iodomethyl-2-(4-methoxyphenyl)-5-methyloxazole). Reaction SMILES: [I-:1].[Na+].Cl[CH2:4][C:5]1[N:6]=[C:7]([C:11]2[CH:16]=[CH:15][C:14]([O:17][CH3:18])=[CH:13][CH:12]=2)[O:8][C:9]=1[CH3:10]>CC(C)=O>[I:1][CH2:4][C:5]1[N:6]=[C:7]([C:11]2[CH:16]=[CH:15][C:14]([O:17][CH3:18])=[CH:13][CH:12]=2)[O:8][C:9]=1[CH3:10] |f:0.1|. Procedure details: Together with 37.7 g of sodium iodide, 19.9 g of 4-chloromethyl-2-(4-methoxy-phenyl)-5-methyl-oxazole are, in 300 ml of acetone, heated at the boil under reflux for 2 hours. After cooling of the reaction mixture, the solvent was removed under reduced pressure and the residue dissolved in 300 ml of methyl tert-butyl ether, the mixture is washed three times with saturated Na2S2O3 solution and dried over MgSO4, and the solvent is then removed under reduced pressure. This gives 49.8 g of 4-Iodomethy... As a reaction SMILES: [CH3:24][Si:25]([CH3:26])([CH3:27])[N-:28][Si:29]([CH3:30])([CH3:31])[CH3:32].[CH3:34][c:35]1[cH:36][cH:37][cH:38][cH:39][cH:40]1.[CH3:41][C:42]1([CH3:66])[c:43]2[cH:44][cH:45][c:46]([C:54](=[O:55])[c:56]3[cH:57][cH:58][c:59]([C:60](=[O:61])[O:62][CH3:63])[cH:64][cH:65]3)[cH:47][c:48]2[C:49]([CH3:52])([CH3:53])[CH2:50][CH2:51]1.[CH3:73][CH2:74][CH2:75][CH2:76][CH2:77][CH3:78].[CH:2]([CH3:3])([CH3:4])[P+:5]([c:6]1[cH:7][cH:8][cH:9][cH:10][cH:11]1)([c:12]1[cH:13][cH:14][cH:15][cH:16][cH:17]1)[c:18]1[cH:19][cH:20][cH:21][cH:22][cH:23]1.[Cl:79][CH2:80][Cl:81].[I-:1].[K+:33].[cH:67]1[cH:68][cH:69][cH:70][cH:71][cH:72]1>>[C:2]([CH3:3])([CH3:4])=[C:54]([c:46]1[cH:45][cH:44][c:43]2[c:48]([cH:47]1)[C:49]([CH3:52])([CH3:53])[CH2:50][CH2:51][C:42]2([CH3:41])[CH3:66])[c:56]1[cH:57][cH:58][c:59]([C:60](=[O:61])[O:62][CH3:63])[cH:64][cH:65]1. Yields the product COC(=O)c1ccc(C(=C(C)C)c2ccc3c(c2)C(C)(C)CCC3(C)C)cc1. The reactants are C[Si](C)(C)[N-][Si](C)(C)C, Cc1ccccc1, COC(=O)c1ccc(C(=O)c2ccc3c(c2)C(C)(C)CCC3(C)C)cc1, CCCCCC, CC(C)[P+](c1ccccc1)(c1ccccc1)c1ccccc1, ClCCl, [I-], [K+], c1ccccc1.